Dataset: the Open Reaction Database (ORD), a public repository of structured organic reaction records. Task: describe an organic reaction: reactants, conditions, products, and yield Reactants: C(=O)C1=CC=C(O1)N1C=C(C(=C1)C1=CC=CC=C1)C#N (1-(5-formylfuran-2-yl)-4-phenyl-1H-pyrrole-3-carbonitrile), [OH-].[Na+] (sodium hydroxide). The reagents and catalysts are [Ag]=O (silver oxide). Solvent: O1CCCC1 (tetrahydrofuran). Run at time 6 hour. Yields the product C(#N)C1=CN(C=C1C1=CC=CC=C1)C1=CC=C(O1)C(=O)O (5-(3-Cyano-4-phenylpyrrole-1-yl)furan-2-carboxlic acid). Reaction SMILES: [CH:1]([C:3]1[O:7][C:6]([N:8]2[CH:12]=[C:11]([C:13]3[CH:18]=[CH:17][CH:16]=[CH:15][CH:14]=3)[C:10]([C:19]#[N:20])=[CH:9]2)=[CH:5][CH:4]=1)=[O:2].[OH-:21].[Na+]>O1CCCC1.[Ag]=O>[C:19]([C:10]1[C:11]([C:13]2[CH:18]=[CH:17][CH:16]=[CH:15][CH:14]=2)=[CH:12][N:8]([C:6]2[O:7][C:3]([C:1]([OH:21])=[O:2])=[CH:4][CH:5]=2)[CH:9]=1)#[N:20] |f:1.2|. Procedure details: To a solution of 1-(5-formylfuran-2-yl)-4-phenyl-1H-pyrrole-3-carbonitrile (0.14 g) in tetrahydrofuran (4 mL) were added silver oxide (0.15 g) and sodium hydroxide aqueous solution (2 mol/L, 0.4 mL), and this mixture was stirred at room temperature for 6 hours. The insoluble material was removed by filtration, and this filtrate was concentrated. To this residue were added water (15 mL) and hydrochloric acid (2 mol/L, 2 mL), this mixture was extracted with ethyl acetate. This organic layer was wa... The reactants are BrB(Br)Br, O=C([O-])O, COc1cccc2cnc(C)nc12, ClCCl, [Na+]. Product: Cc1ncc2cccc(O)c2n1. RXN SMILES: [B:14]([Br:15])([Br:16])[Br:17].[C:18](=[O:19])([O-:20])[OH:21].[CH3:1][O:2][c:3]1[cH:4][cH:5][cH:6][c:7]2[cH:8][n:9][c:10]([CH3:13])[n:11][c:12]12.[Cl:23][CH2:24][Cl:25].[Na+:22]>>[OH:2][c:3]1[cH:4][cH:5][cH:6][c:7]2[cH:8][n:9][c:10]([CH3:13])[n:11][c:12]12. Reactants: CCOC(=O)C(C)(C)Br, O=C([O-])[O-], CC(C)=O, Oc1ccc(Cl)cc1, [K+], [K+], O. Yields the product CCOC(=O)C(C)(C)Oc1ccc(Cl)cc1. As a reaction SMILES: [Br:1][C:2]([C:3](=[O:4])[O:5][CH2:6][CH3:7])([CH3:8])[CH3:9].[C:18](=[O:19])([O-:20])[O-:21].[CH3:25][C:26](=[O:27])[CH3:28].[Cl:10][c:11]1[cH:12][cH:13][c:14]([OH:17])[cH:15][cH:16]1.[K+:22].[K+:23].[OH2:24]>>[C:2]([C:3](=[O:4])[O:5][CH2:6][CH3:7])([CH3:8])([CH3:9])[O:17][c:14]1[cH:13][cH:12][c:11]([Cl:10])[cH:16][cH:15]1. Yields the product CS(=O)(=O)c1ccc(NCC2CCOCC2)c([N+](=O)[O-])c1. Reactants: CS(=O)(=O)c1ccc(F)c([N+](=O)[O-])c1, NCC1CCOCC1. Reaction SMILES: [F:1][c:2]1[c:3]([N+:12](=[O:13])[O-:14])[cH:4][c:5]([S:8](=[O:9])(=[O:10])[CH3:11])[cH:6][cH:7]1.[NH2:15][CH2:16][CH:17]1[CH2:18][CH2:19][O:20][CH2:21][CH2:22]1>>[c:2]1([NH:15][CH2:16][CH:17]2[CH2:18][CH2:19][O:20][CH2:21][CH2:22]2)[c:3]([N+:12](=[O:13])[O-:14])[cH:4][c:5]([S:8](=[O:9])(=[O:10])[CH3:11])[cH:6][cH:7]1. Reactants: CCOc1cc(-c2cc(C(F)(F)F)[nH]c(=O)n2)ccc1C(F)(F)F, O=P(Cl)(Cl)Cl. The product is CCOc1cc(-c2cc(C(F)(F)F)nc(Cl)n2)ccc1C(F)(F)F. RXN SMILES: [CH2:1]([CH3:2])[O:3][c:4]1[cH:5][c:6](-[c:14]2[n:15][c:16](=[O:24])[nH:17][c:18]([C:20]([F:21])([F:22])[F:23])[cH:19]2)[cH:7][cH:8][c:9]1[C:10]([F:11])([F:12])[F:13].[P:25]([Cl:26])([Cl:27])([Cl:28])=[O:29]>>[CH2:1]([CH3:2])[O:3][c:4]1[cH:5][c:6](-[c:14]2[n:15][c:16]([Cl:27])[n:17][c:18]([C:20]([F:21])([F:22])[F:23])[cH:19]2)[cH:7][cH:8][c:9]1[C:10]([F:11])([F:12])[F:13]. Starting materials: CSC=1N=C2C(N1)=CC=CC=C2 (2-methylthiocycloheptimidazole), C[O-].[Na+] (sodium methoxide), example 1 ( c ). Solvent: CO (methanol). Product: COC=1N=C2C(N1)=CC=CC=C2 (2-methoxycycloheptimidazole). RXN SMILES: CS[C:3]1[N:4]=[C:5]2[CH:12]=[CH:11][CH:10]=[CH:9][CH:8]=[C:6]2[N:7]=1.[CH3:13][O-:14].[Na+]>CO>[CH3:13][O:14][C:3]1[N:4]=[C:5]2[CH:12]=[CH:11][CH:10]=[CH:9][CH:8]=[C:6]2[N:7]=1 |f:1.2|. Reported procedure: First, 3 g of 2-methylthiocycloheptimidazole as synthesized according to Synthetic example 1 (c) with reference to the method disclosed in Bulletin of the Chemical Society of Japan, volume 33, No. 1, pages 56 to 58 (1960) was added to 50 ml of methanol, and 1 g of sodium methoxide was further added thereto. After reflux with heating for 10 hours, the solvent was distilled away, and 50 ml of benzene was added to the residue. The insoluble matters were filtered out, and the filtrate was concentrat... The reactants are [Si](C)(C)(C(C)(C)C)OC1CCC(CC1)=O (4-((tert-butyldimethylsilyl)oxy)cyclohexanone), BrC1=CN(C2=C1N=C(N=C2)Cl)C(C2=CC=CC=C2)(C2=CC=CC=C2)C2=CC=CC=C2 (7-bromo-2-chloro-5-trityl-5H-pyrrolo[3,2-d]pyrimidine), solution, [Li]CCCC (BuLi), CCCCCC (hexane). The solvent is C1CCOC1 (THF). Conditions: temperature -78 celsius, time 3 hour. Yields the product [Si](C)(C)(C(C)(C)C)OC1CCC(CC1)(O)C1=CN(C2=C1N=C(N=C2)Cl)C(C2=CC=CC=C2)(C2=CC=CC=C2)C2=CC=CC=C2 (4-((tert-Butyldimethylsilyl)oxy)-1-(2-chloro-5-trityl-5H-pyrrolo[3,2-d]pyrimidin-7-yl)cyclohexanol). Yield: 76.0%. Reaction SMILES: Br[C:2]1[C:6]2[N:7]=[C:8]([Cl:11])[N:9]=[CH:10][C:5]=2[N:4]([C:12]([C:25]2[CH:30]=[CH:29][CH:28]=[CH:27][CH:26]=2)([C:19]2[CH:24]=[CH:23][CH:22]=[CH:21][CH:20]=2)[C:13]2[CH:18]=[CH:17][CH:16]=[CH:15][CH:14]=2)[CH:3]=1.[Li]CCCC.CCCCCC.[Si:42]([O:49][CH:50]1[CH2:55][CH2:54][C:53](=[O:56])[CH2:52][CH2:51]1)([C:45]([CH3:48])([CH3:47])[CH3:46])([CH3:44])[CH3:43]>C1COCC1>[Si:42]([O:49][CH:50]1[CH2:55][CH2:54][C:53]([C:2]2[C:6]3[N:7]=[C:8]([Cl:11])[N:9]=[CH:10][C:5]=3[N:4]([C:12]([C:19]3[CH:24]=[CH:23][CH:22]=[CH:21][CH:20]=3)([C:13]3[CH:18]=[CH:17][CH:16]=[CH:15][CH:14]=3)[C:25]3[CH:30]=[CH:29][CH:28]=[CH:27][CH:26]=3)[CH:3]=2)([OH:56])[CH2:52][CH2:51]1)([C:45]([CH3:48])([CH3:47])[CH3:46])([CH3:44])[CH3:43]. Procedure: A solution of 7-bromo-2-chloro-5-trityl-5H-pyrrolo[3,2-d]pyrimidine (2.00 g, 3.2 mmol) in THF (20 mL) was added a 2.5 N solution of BuLi in hexane (2.82 mL, 7.04 mmol) at −78° C. Then 4-((tert-butyldimethylsilyl)oxy)cyclohexanone (1.2 mL) was added after 15 min. The reaction was stirred at −78° C. for 3 hour, quenched with brine and extracted with EtOAc (3×). The combined organic layer was dried (MgSO4), filtered and concentrated. The residue was purified by ISCO to provide the desired product (...